The task is: describe an organic reaction: reactants, conditions, products, and yield. This data is from the Open Reaction Database (ORD), a public repository of structured organic reaction records. Starting materials: CCO, [H][H], COC(=O)c1ccc([N+](=O)[O-])o1. Product: COC(=O)c1ccc(N)o1. RXN SMILES: [CH3:15][CH2:16][OH:17].[H:13][H:14].[N+:1]([O-:2])(=[O:3])[c:4]1[cH:5][cH:6][c:7]([C:9](=[O:10])[O:11][CH3:12])[o:8]1>>[NH2:1][c:4]1[cH:5][cH:6][c:7]([C:9](=[O:10])[O:11][CH3:12])[o:8]1. Starting materials: C(=O)O.NCCC1=CC=C(NC2CCN(CC2)C(=O)NCCCC=2SC=CC2)C=C1 (4-[4-(2-Aminoethyl)anilino]-N-[3-(2-thienyl)propyl]-1-piperidinecarboxamide formate), C(C)(C)(C)[Si](C1=CC=CC=C1)(C1=CC=CC=C1)OC1=CC=C(C=C1)OCC1OC1 (tert-butyl-(4-oxiranylmethoxy-phenoxy)-diphenyl-silane). Solvent: C(Cl)(Cl)Cl.CO (chloroform methanol). Yields the product S1C(=CC=C1)CCCNC(=O)N1CCC(CC1)NC1=CC=C(C=C1)CCNC[C@@H](COC1=CC=C(C=C1)O)O (4-(4-{2-[(2S)-2-Hydroxy-3-(4-hydroxy-phenoxy)-propylamino]-ethyl}-phenylamino)-piperidine-1-carboxylic acid (3-thiophen-2-yl-propyl)-amide). Yield: 34.3%. RXN SMILES: C(O)=O.[NH2:4][CH2:5][CH2:6][C:7]1[CH:30]=[CH:29][C:10]([NH:11][CH:12]2[CH2:17][CH2:16][N:15]([C:18]([NH:20][CH2:21][CH2:22][CH2:23][C:24]3[S:25][CH:26]=[CH:27][CH:28]=3)=[O:19])[CH2:14][CH2:13]2)=[CH:9][CH:8]=1.C([Si]([O:48][C:49]1[CH:54]=[CH:53][C:52]([O:55][CH2:56][CH:57]2[CH2:59][O:58]2)=[CH:51][CH:50]=1)(C1C=CC=CC=1)C1C=CC=CC=1)(C)(C)C>C(Cl)(Cl)Cl.CO>[S:25]1[CH:26]=[CH:27][CH:28]=[C:24]1[CH2:23][CH2:22][CH2:21][NH:20][C:18]([N:15]1[CH2:16][CH2:17][CH:12]([NH:11][C:10]2[CH:9]=[CH:8][C:7]([CH2:6][CH2:5][NH:4][CH2:59][C@H:57]([OH:58])[CH2:56][O:55][C:52]3[CH:53]=[CH:54][C:49]([OH:48])=[CH:50][CH:51]=3)=[CH:30][CH:29]=2)[CH2:13][CH2:14]1)=[O:19] |f:0.1,3.4|. Reported procedure: 4-[4-(2-Aminoethyl)anilino]-N-[3-(2-thienyl)propyl]-1-piperidinecarboxamide formate (0.33 g, 0.67 mmol) was reacted with tert-butyl-(4-oxiranylmethoxy-phenoxy)-diphenyl-silane (0.275 g, 0.686 mmol) according to Procedure G (eluant: 20:1 chloroform-methanol) to give the title compound (0.182 g, 0.230 mmol). The reactants are ( 1 ), [Cl-].[Cl-].[Ca+2] (CaCl2), SrCl2, [Mg+2].[Cl-].[Cl-] (MgCl2), ( 4 ), ( 3 ), C1=CC(=CC=C1NC(=N)NC(=N)NCCCCCCNC(=N)NC(=N)NC=2C=CC(=CC2)Cl)Cl (chlorhexidine), ( 2 ), OP(=O)([O-])[O-].[K+].[K+] (K2HPO4), C(=O)([O-])[O-].[K+].[K+] (K2CO3), O.O.O.O.O.O.O.O.O.O.[O-]P([O-])(=O)OP(=O)([O-])[O-].[Na+].[Na+].[Na+].[Na+] (sodium pyrophosphate decahydrate), C1(C(C(C(C(C1OP(=O)([O-])[O-])OP(=O)([O-])[O-])OP(=O)([O-])[O-])OP(=O)([O-])[O-])OP(=O)([O-])[O-])OP(=O)([O-])[O-].[Na+].[Na+].[Na+].[Na+].[Na+].[Na+].[Na+].[Na+].[Na+].[Na+].[Na+].[Na+] (sodium phytate), [F-].[Na+] (sodium fluoride), P(=O)([O-])OP(=O)[O-].OCC.[Na+].[Na+] (sodium hydroxyethane diphosphonate), [OH-].[NH4+] (ammonium hydroxide). Run in O (water), O (water), O (water). The product is [F-].P(=O)([O-])(O)O.C(O)(O)=O.[Ca+2] (calcium carbonate phosphate fluoride). RXN SMILES: [Cl-].[Cl-].[Ca+2:3].[Mg+2].[Cl-].[Cl-].[OH:7][P:8]([O-:11])([O-:10])=[O:9].[K+].[K+].[C:14]([O-:17])([O-:16])=[O:15].[K+].[K+].O.O.O.O.O.O.O.O.O.O.[O-]P(OP([O-])([O-])=O)(=O)[O-].[Na+].[Na+].[Na+].[Na+].C1(OP([O-])([O-])=O)C(OP([O-])([O-])=O)C(OP([O-])([O-])=O)C(OP([O-])([O-])=O)C(OP([O-])([O-])=O)C1OP([O-])([O-])=O.[Na+].[Na+].[Na+].[Na+].[Na+].[Na+].[Na+].[Na+].[Na+].[Na+].[Na+].[Na+].[F-:91].[Na+].P(OP([O-])=O)([O-])=O.OCC.[Na+].[Na+].[OH-].[NH4+].C1C(NC(NC(NCCCCCCNC(NC(NC2C=CC(Cl)=CC=2)=N)=N)=N)=N)=CC=C(Cl)C=1>O>[F-:91].[P:8]([OH:11])([OH:10])([O-:9])=[O:7].[C:14](=[O:15])([OH:17])[OH:16].[Ca+2:3] |f:0.1.2,3.4.5,6.7.8,9.10.11,12.13.14.15.16.17.18.19.20.21.22.23.24.25.26,27.28.29.30.31.32.33.34.35.36.37.38.39,40.41,42.43.44.45,46.47,50.51.52.53|. Procedure: A solid solution of amorphous calcium carbonate phosphate fluoride containing other beneficial ions was synthesized by: (1) adding 1.15 g of CaCl2, 1.39 g of SrCl2, and 0.528 g of MgCl2 to 10 mL of water; (2) adding K2HPO4, K2CO3 and sodium pyrophosphate decahydrate, 0.446 g of sodium phytate, 0.168 g of sodium fluoride, 0.0025 g of sodium hydroxyethane diphosphonate, and 1.24 mL of 14.5 M ammonium hydroxide to 52.4 mL of water buffered at pH=10.0; (3) adding 0.0386 g of chlorhexidine to 10 mL o... Starting materials: c1ccc(COCC2CC(SC(c3ccccc3)(c3ccccc3)c3ccccc3)CN2)cc1, O=S(=O)(O)Cl, ClCCl. Product: O=S(=O)(O)N1CC(SC(c2ccccc2)(c2ccccc2)c2ccccc2)CC1COCc1ccccc1. As a reaction SMILES: [CH2:1]([c:2]1[cH:3][cH:4][cH:5][cH:6][cH:7]1)[O:8][CH2:9][CH:10]1[NH:11][CH2:12][CH:13]([S:15][C:16]([c:17]2[cH:18][cH:19][cH:20][cH:21][cH:22]2)([c:23]2[cH:24][cH:25][cH:26][cH:27][cH:28]2)[c:29]2[cH:30][cH:31][cH:32][cH:33][cH:34]2)[CH2:14]1.[Cl:35][S:36](=[O:37])(=[O:38])[OH:39].[Cl:40][CH2:41][Cl:42]>>[CH2:1]([c:2]1[cH:3][cH:4][cH:5][cH:6][cH:7]1)[O:8][CH2:9][CH:10]1[N:11]([S:36](=[O:37])(=[O:38])[OH:39])[CH2:12][CH:13]([S:15][C:16]([c:17]2[cH:18][cH:19][cH:20][cH:21][cH:22]2)([c:23]2[cH:24][cH:25][cH:26][cH:27][cH:28]2)[c:29]2[cH:30][cH:31][cH:32][cH:33][cH:34]2)[CH2:14]1.